This data is from the Open Reaction Database (ORD), a public repository of structured organic reaction records. The task is: describe an organic reaction: reactants, conditions, products, and yield The reactants are FC1(C(CN(S(=O)(=O)C)C2CCNCC2)C=C(C=C1)C1=NC(=NC=C1)NCCC1=CC(=C(C=C1)O)F)OC (N-(2-Fluoro-5-{2-[2-(3-Fluoro-4-hydroxy-phenyl)-ethylamino]-pyrimidin-4-yl}-2-methoxy-benzyl)-N-piperidin-4-yl-methanesulfonamide), C(C)(C)(C)OC(=O)N1CCC(CC1)N(S(=O)(=O)C)CC1=C(C=CC(=C1)C1=NC(=NC=C1)Cl)F (4-{[5-(2-Chloro-pyrimidin-4-yl)-2-fluoro-benzyl]-methanesulfonyl-amino}-piperidine-1-carboxylic acid tert-butyl ester), intermediate 83. Yields the product FC1=C(CN(S(=O)(=O)C)C2CCNCC2)C=C(C=C1)C1=NC(=NC=C1)NCCC1=CC(=CC=C1)F (N-(2-Fluoro-5-{2-[2-(3-fluoro-phenyl)-ethylamino]-pyrimidin-4-yl}-benzyl)-N-piperidin-4-yl-methanesulfonamide). As a reaction SMILES: [F:1][C:2]1(OC)[CH:19]=[CH:18][C:17]([C:20]2[CH:25]=[CH:24][N:23]=[C:22]([NH:26][CH2:27][CH2:28][C:29]3[CH:34]=[CH:33][C:32](O)=[C:31]([F:36])[CH:30]=3)[N:21]=2)=[CH:16][CH:3]1[CH2:4][N:5]([CH:10]1[CH2:15][CH2:14][NH:13][CH2:12][CH2:11]1)[S:6]([CH3:9])(=[O:8])=[O:7].C(OC(N1CCC(N(CC2C=C(C3C=CN=C(Cl)N=3)C=CC=2F)S(C)(=O)=O)CC1)=O)(C)(C)C>>[F:1][C:2]1[CH:19]=[CH:18][C:17]([C:20]2[CH:25]=[CH:24][N:23]=[C:22]([NH:26][CH2:27][CH2:28][C:29]3[CH:34]=[CH:33][CH:32]=[C:31]([F:36])[CH:30]=3)[N:21]=2)=[CH:16][C:3]=1[CH2:4][N:5]([CH:10]1[CH2:15][CH2:14][NH:13][CH2:12][CH2:11]1)[S:6]([CH3:9])(=[O:7])=[O:8]. Reported procedure: (N-(2-Fluoro-5-{2-[2-(3-Fluoro-4-hydroxy-phenyl)-ethylamino]-pyrimidin-4-yl}-2-methoxy-benzyl)-N-piperidin-4-yl-methanesulfonamide: Intermediate 91 was coupled with intermediate 83 following procedure F. The resulting product was deprotected following procedure G. The product was purified by HPLC. LC-MS showed the product had the expected M+H+ of 518. 1H NMR (Varian 300 MHz, DMSO, shifts relative to the solvent peak at 2.50 ppm) δ 8.0 (d, 1H), 7.3-7.2 (m, 2H), 7.0 (m, 2H), 6.8 (m, 3H), 4.4 (s, 2... Reactants: C(C(CO)(CO)N)O.Cl (Tris-HCl), CC1=CC(=O)OC2=C1C=CC(=C2)NC(=O)[C@H](CCCN=C(N)N)NC(=O)[C@H](CO)NC(=O)[C@H](CC3=CC=CC=C3)NC(=O)OC(C)(C)C (Boc-Phe-Ser-Arg-MCA). The solvent is C(C)(=O)O (acetic acid). Reaction conditions: time 1 hour. The product is NC1=CC=C2C(=CC(OC2=C1)=O)C (7-amino-4-methylcoumarin). As a reaction SMILES: C(O)C(N)(CO)CO.Cl.[CH3:10][C:11]1[C:17]2[CH:18]=[CH:19][C:20]([NH:22]C([C@@H](NC([C@@H](NC([C@@H](NC(OC(C)(C)C)=O)CC3C=CC=CC=3)=O)CO)=O)CCCN=C(N)N)=O)=[CH:21][C:16]=2[O:15][C:13](=[O:14])[CH:12]=1>C(O)(=O)C>[NH2:22][C:20]1[CH:21]=[C:16]2[C:17]([C:11]([CH3:10])=[CH:12][C:13](=[O:14])[O:15]2)=[CH:18][CH:19]=1 |f:0.1|. Procedure: 50 μl of the solution of the trypsin-like protease obtained in Example 1 was added to 1.5 ml of 0.1M Tris-HCl buffer (pH 8.6) containing 100 μM of a synthetic substrate for trypsin Boc-Phe-Ser-Arg-MCA (MCA=methylcoumarinamide), and the mixture was subjected to incubation at 37° C. for 1 hour. 1 ml of 30% acetic acid was then added, the amount of 7-amino-4-methylcoumarin (AMC) formed was determined by fluorescent assay (fluorescence 440 nm, excitating light 380 nm), and the activity of the enzyme... Starting materials: N1(CCCCC1)CC1=CC(=NC=C1)OCCCN (3-(4-Piperidinomethyl-2-pyridyloxy)propylamine), NC1=NS(N=C1OC)=O (3-amino-4-methoxy-1,2,5-thiadiazole 1-oxide). The solvent is CO (methanol). The product is NC1=NS(N=C1NCCCOC1=NC=CC(=C1)CN1CCCCC1)=O (3-Amino-4-[3-(4-piperidinomethyl-2-pyridyloxy)propylamino]-1,2,5-thiadiazole 1-oxide). The yield is 66.8%. As a reaction SMILES: [N:1]1([CH2:7][C:8]2[CH:13]=[CH:12][N:11]=[C:10]([O:14][CH2:15][CH2:16][CH2:17][NH2:18])[CH:9]=2)[CH2:6][CH2:5][CH2:4][CH2:3][CH2:2]1.[NH2:19][C:20]1[C:24](OC)=[N:23][S:22](=[O:27])[N:21]=1>CO>[NH2:19][C:20]1[C:24]([NH:18][CH2:17][CH2:16][CH2:15][O:14][C:10]2[CH:9]=[C:8]([CH2:7][N:1]3[CH2:6][CH2:5][CH2:4][CH2:3][CH2:2]3)[CH:13]=[CH:12][N:11]=2)=[N:23][S:22](=[O:27])[N:21]=1. Procedure details: A solution of the product of Step A (6.5 g; 26.0 mmoles) in 90 ml of methanol was reacted with 3-amino-4-methoxy-1,2,5-thiadiazole 1-oxide (3.84 g; 26.0 mmoles) according to the general procedures described in U.K. Patent Application 2,067,987 to give 6.33 g of product. Recrystallization from methanol-acetonitrile yielded the title compound, mp 154°-158° C. Starting materials: [Br-], O=Cc1cc(Br)cnc1Cl, C1CCOC1, C[Mg+]. Yields the product CC(O)c1cc(Br)cnc1Cl. Reaction SMILES: [Br-:11].[Br:1][c:2]1[cH:3][n:4][c:5]([Cl:10])[c:6]([CH:7]=[O:8])[cH:9]1.[CH2:14]1[O:15][CH2:16][CH2:17][CH2:18]1.[CH3:12][Mg+:13]>>[Br:1][c:2]1[cH:3][n:4][c:5]([Cl:10])[c:6]([CH:7]([OH:8])[CH3:12])[cH:9]1. Reactants: C=CC1CC1(NC(=O)C1CC2(CN1C(=O)C(NC(=O)C(NC(=O)OC(C)(C)C)C1(C)CCCCC1)C(C)(C)C)C(C)(C)C21CCC1)C(=O)NS(=O)(=O)N1CCCC1, Cl, C1COCCO1. Yields the product C=CC1CC1(NC(=O)C1CC2(CN1C(=O)C(NC(=O)C(N)C1(C)CCCCC1)C(C)(C)C)C(C)(C)C21CCC1)C(=O)NS(=O)(=O)N1CCCC1. As a reaction SMILES: [C:1]([O:2][C:3](=[O:4])[NH:7][CH:8]([C:9]1([CH3:15])[CH2:10][CH2:11][CH2:12][CH2:13][CH2:14]1)[C:16]([NH:17][CH:18]([C:19]([CH3:20])([CH3:21])[CH3:22])[C:23](=[O:24])[N:25]1[CH2:26][C:27]2([C:28]3([CH2:29][CH2:30][CH2:31]3)[C:32]2([CH3:33])[CH3:34])[CH2:35][CH:36]1[C:37]([NH:38][C:39]1([C:44](=[O:45])[NH:46][S:47](=[O:48])(=[O:49])[N:50]2[CH2:51][CH2:52][CH2:53][CH2:54]2)[CH:40]([CH:42]=[CH2:43])[CH2:41]1)=[O:55])=[O:56])([CH3:5])([CH3:6])[CH3:57].[ClH:58].[O:59]1[CH2:60][CH2:61][O:62][CH2:63][CH2:64]1>>[NH2:7][CH:8]([C:9]1([CH3:15])[CH2:10][CH2:11][CH2:12][CH2:13][CH2:14]1)[C:16]([NH:17][CH:18]([C:19]([CH3:20])([CH3:21])[CH3:22])[C:23](=[O:24])[N:25]1[CH2:26][C:27]2([C:28]3([CH2:29][CH2:30][CH2:31]3)[C:32]2([CH3:33])[CH3:34])[CH2:35][CH:36]1[C:37]([NH:38][C:39]1([C:44](=[O:45])[NH:46][S:47](=[O:48])(=[O:49])[N:50]2[CH2:51][CH2:52][CH2:53][CH2:54]2)[CH:40]([CH:42]=[CH2:43])[CH2:41]1)=[O:55])=[O:56]. Reactants: C(C)(CC)C(C#N)C1=CC2=CC=CC=C2C=C1 (α-sec-butyl-2-naphthaleneacetonitrile), C(C)(CC)C(C(=O)O)C1=CC2=CC=CC=C2C=C1 (α-sec-butyl-2-naphthaleneacetic acid), C(C)(C)C(C#N)C1=CC2=CC=CC=C2C=C1 (α-isopropyl-2-naphthaleneacetonitrile), C(C(C)C)C(C(=O)O)C1=CC2=CC=CC=C2C=C1 (α-isobutyl-2-naphthaleneacetic acid). Yields the product C(C)(C)C(C(=O)O)C1=CC2=CC=CC=C2C=C1 (α-Isopropyl-2-naphthaleneacetic acid). RXN SMILES: C(C(C1C=CC2C(=CC=CC=2)C=1)C#N)(CC)C.C(C(C1C=CC2C(=CC=CC=2)C=1)C#N)(C)C.C(C(C1C=CC2C(=CC=CC=2)C=1)C(O)=O)C(C)C.[CH:52]([CH:56]([C:60]1[CH:69]=[CH:68][C:67]2[C:62](=[CH:63][CH:64]=[CH:65][CH:66]=2)[CH:61]=1)[C:57]([OH:59])=[O:58])([CH2:54]C)[CH3:53]>>[CH:52]([CH:56]([C:60]1[CH:69]=[CH:68][C:67]2[C:62](=[CH:63][CH:64]=[CH:65][CH:66]=2)[CH:61]=1)[C:57]([OH:59])=[O:58])([CH3:54])[CH3:53]. Procedure: Following the above-procedure but substituting α-isobutyl-2-naphthaleneacetonitrile or α-sec-butyl-2-naphthaleneacetonitrile for α-isopropyl-2-naphthaleneacetonitrile yields respectively, α-isobutyl-2-naphthaleneacetic acid melting point 115° C. to 119° C. and α-sec-butyl-2-naphthaleneacetic acid, melting point 112° C. to 115° C. Starting materials: C(C)O (ethanol), ClC=1SC(=C(N1)C(F)(F)F)C(=O)OCC (ethyl 2-chloro-4-trifluoromethyl-5-thiazolecarboxylate), NC1=NC=CC=C1 (2-aminopyridine). Solvent: O (water). Conditions: temperature 80 celsius. Product: N1=C(C=CC=C1)NC=1SC(=C(N1)C(F)(F)F)C(=O)OCC (Ethyl 2-(2-pyridinylamino)-4-(trifluoromethyl)-5-thiazolecarboxylate). Isolated yield 24.6%. Reaction SMILES: C(O)C.Cl[C:5]1[S:6][C:7]([C:14]([O:16][CH2:17][CH3:18])=[O:15])=[C:8]([C:10]([F:13])([F:12])[F:11])[N:9]=1.[NH2:19][C:20]1[CH:25]=[CH:24][CH:23]=[CH:22][N:21]=1>O>[N:21]1[CH:22]=[CH:23][CH:24]=[CH:25][C:20]=1[NH:19][C:5]1[S:6][C:7]([C:14]([O:16][CH2:17][CH3:18])=[O:15])=[C:8]([C:10]([F:13])([F:12])[F:11])[N:9]=1. Procedure details: A reaction vessel was charged with 100 ml ethanol, 13.0 g (50 mmol) ethyl 2-chloro-4-trifluoromethyl-5-thiazolecarboxylate and 9.41 g (100 mmol) 2-aminopyridine. The reaction mixture was heated at a temperature of about 80° C. for 80 hours. The mixture was cooled to room temperature. This mixture was diluted with water and extracted three times with ethyl ether. The combined ether extracts were washed with large amounts of water, dried over magnesium sulfate, and concentrated under reduced press... Starting materials: N1N=NC2=C1C=CC=C2 (benzotriazole), C([O-])([O-])=O.[K+].[K+] (potassium carbonate), ClCC1OC2(OC1)CCN(CC2)C2=NC(=CC(=N2)OC)OC (2-chloromethyl-8-(4,6-dimethoxy-pyrimidin-2-yl)-1,4-dioxa-8-azaspiro[4,5]decane), ClCC1OC2(OC1)CCN(CC2)C2=NC(=CC(=N2)OC)OC (2-chloromethyl-8-(4,6-dimethoxy-pyrimidin-2-yl)-1,4-dioxa-8-azaspiro[4,5]decane). Solvent: CN(C=O)C (Dimethylformamide), CN(C=O)C (DMF). Reaction conditions: temperature 120 celsius. The product is N1(N=NC2=C1C=CC=C2)CC2OC1(OC2)CCN(CC1)C1=NC(=CC(=N1)OC)OC (2-(benzotriazol-1-yl)methyl-8-(4,6-dimethoxy-pyrimidin-2-yl)-1,4-dioxa-8-azaspiro[4,5]decane). As a reaction SMILES: [NH:1]1[C:5]2[CH:6]=[CH:7][CH:8]=[CH:9][C:4]=2[N:3]=[N:2]1.C(=O)([O-])[O-].[K+].[K+].Cl[CH2:17][CH:18]1[CH2:22][O:21][C:20]2([CH2:27][CH2:26][N:25]([C:28]3[N:33]=[C:32]([O:34][CH3:35])[CH:31]=[C:30]([O:36][CH3:37])[N:29]=3)[CH2:24][CH2:23]2)[O:19]1>CN(C)C=O>[N:1]1([CH2:17][CH:18]2[CH2:22][O:21][C:20]3([CH2:23][CH2:24][N:25]([C:28]4[N:29]=[C:30]([O:36][CH3:37])[CH:31]=[C:32]([O:34][CH3:35])[N:33]=4)[CH2:26][CH2:27]3)[O:19]2)[C:5]2[CH:6]=[CH:7][CH:8]=[CH:9][C:4]=2[N:3]=[N:2]1 |f:1.2.3|. Reported procedure: To 37.63 gm (0.3163 mole) of benzotriazole and 35 gm of potassium carbonate in Dimethylformamide (DMF) (350 ml) was added slowly under stirring 82 gm of 2-chloromethyl-8-(4,6-dimethoxy-pyrimidin-2-yl)-1,4-dioxa-8-azaspiro[4,5]decane (intermediate for compound 7) in DMF (300 ml). After the addition, reaction mixture was heated to 120° C. and maintained for 30 hrs. The reaction mixture was cooled to room temperature 28° C. and filtered. The solvent was distilled off to get the product. It was a th...